The task is: describe an organic reaction: reactants, conditions, products, and yield. This data is from the Open Reaction Database (ORD), a public repository of structured organic reaction records. Reactants: FC1=CC=C(C=C1)C1=C2C=CC(NC2=NC(=C1/C=C/C=O)C(C)C)=O ((E)-3-[5-(4-Fluorophenyl)-1,2-dihydro-7-isopropyl-2-oxo1, 8-naphthyridin-6-yl]-prop-2-enal), P(=O)(Cl)(Cl)Cl (phosphorus oxychloride). Product: ClC1=NC2=NC(=C(C(=C2C=C1)C1=CC=C(C=C1)F)/C=C/C=O)C(C)C ((E)-3-[2-Chloro-5-(4-fluorophenyl)-7-isopropyl-1,8-naphthyridin-6-yl]-prop-2-enal). RXN SMILES: [F:1][C:2]1[CH:7]=[CH:6][C:5]([C:8]2[C:17](/[CH:18]=[CH:19]/[CH:20]=[O:21])=[C:16]([CH:22]([CH3:24])[CH3:23])[N:15]=[C:14]3[C:9]=2[CH:10]=[CH:11][C:12](=O)[NH:13]3)=[CH:4][CH:3]=1.P(Cl)(Cl)([Cl:28])=O>>[Cl:28][C:12]1[CH:11]=[CH:10][C:9]2[C:14](=[N:15][C:16]([CH:22]([CH3:24])[CH3:23])=[C:17](/[CH:18]=[CH:19]/[CH:20]=[O:21])[C:8]=2[C:5]2[CH:6]=[CH:7][C:2]([F:1])=[CH:3][CH:4]=2)[N:13]=1. Procedure details: 7.8 g (23 mmol) of the compound from Example 5 are heated to 75° C. in 20 ml of phosphorus oxychloride. After a clear solution has formed, the mixture is concentrated in vacuo, the residue is dissolved in ethyl acetate, and the solution is poured into ice water and stirred vigorously. The aqueous phase is extracted twice with ethyl acetate, the combined organic phases are dried and the solvent is stripped off. 5.78 g (71%) of colorless crystals of m.p.: 142° C. crystallize from ether. Reactants: CCOC(CN(C(=O)OCc1ccccc1)C(C)C)OCC, CCCCO, Cl, O, NCCc1ccc(O)c(O)c1. Yields the product CC(C)N(CC1NCCc2ccc(O)c(O)c21)C(=O)OCc1ccccc1, Cl. RXN SMILES: [CH2:1]([O:2][CH:4]([O:3][CH2:20][CH3:21])[CH2:5][N:6]([CH:7]([CH3:8])[CH3:9])[C:10](=[O:11])[O:12][CH2:13][c:14]1[cH:15][cH:16][cH:17][cH:18][cH:19]1)[CH3:22].[CH2:35]([OH:36])[CH2:37][CH2:38][CH3:39].[ClH:23].[OH2:40].[OH:24][c:25]1[cH:26][c:27]([CH2:28][CH2:29][NH2:30])[cH:31][cH:32][c:33]1[OH:34]>>[CH:4]1([CH2:5][N:6]([CH:7]([CH3:8])[CH3:9])[C:10](=[O:11])[O:12][CH2:13][c:14]2[cH:15][cH:16][cH:17][cH:18][cH:19]2)[c:26]2[c:25]([OH:24])[c:33]([OH:34])[cH:32][cH:31][c:27]2[CH2:28][CH2:29][NH:30]1.[ClH:23]. Procedure: From 4.7 g (0.030 mol) of 6-chloro-3-pyridinecarboxamide (Aldrich Chemical Company) and 7.5 g (0.030 mol) of 2-amino-5-phenyl-3-thiophenecarboxylic acid, ethyl ester (Chemische Berichte, Vol. 99, pages 94-100, 1966), following the procedure of Example 22, there is obtained 0.4 g of 4-oxo-2-phenyl-4H-pyrido[1,2-a]thieno[2,3-d]pyrimidine-7-carboxamide, monoacetate; mp 348°-352° C. after recrystallization from glacial acetic acid. The product is O=C1C2=C(N=C3N1C=C(C=C3)C(=O)N)SC(=C2)C2=CC=CC=C2 (4-oxo-2-phenyl-4H-pyrido[1,2-a]thieno[2,3-d]pyrimidine-7-carboxamide). The reactants are ClC1=CC=C(C=N1)C(=O)N (6-chloro-3-pyridinecarboxamide), CC(=O)[O-] (monoacetate), NC=1SC(=CC1C(=O)OCC)C1=CC=CC=C1 (2-amino-5-phenyl-3-thiophenecarboxylic acid, ethyl ester). Yield: 4.1%. RXN SMILES: Cl[C:2]1[N:7]=[CH:6][C:5]([C:8]([NH2:10])=[O:9])=[CH:4][CH:3]=1.[NH2:11][C:12]1[S:13][C:14]([C:22]2[CH:27]=[CH:26][CH:25]=[CH:24][CH:23]=2)=[CH:15][C:16]=1[C:17](OCC)=[O:18].CC([O-])=O>>[O:18]=[C:17]1[N:7]2[CH:6]=[C:5]([C:8]([NH2:10])=[O:9])[CH:4]=[CH:3][C:2]2=[N:11][C:12]2[S:13][C:14]([C:22]3[CH:23]=[CH:24][CH:25]=[CH:26][CH:27]=3)=[CH:15][C:16]1=2.